Dataset: the Open Reaction Database (ORD), a public repository of structured organic reaction records. Task: describe an organic reaction: reactants, conditions, products, and yield Reactants: CCOCC, CNC(=O)Nc1ccc(Cl)c(Cl)c1, CN(C(=O)Nc1ccc(Cl)c(Cl)c1)C(O)C(Cl)(Cl)Cl, O=CC(Cl)(Cl)Cl, O=S(=O)(O)O, O=S(Cl)Cl. The product is CN(C(=O)Nc1ccc(Cl)c(Cl)c1)C(Cl)C(Cl)(Cl)Cl. Reaction SMILES: [CH3:48][CH2:49][O:50][CH2:51][CH3:52].[Cl:1][c:2]1[cH:3][c:4]([NH:5][C:6]([NH:7][CH3:8])=[O:9])[cH:10][cH:11][c:12]1[Cl:13].[Cl:25][c:26]1[cH:27][c:28]([NH:33][C:34](=[O:35])[N:36]([CH3:37])[CH:38]([C:39]([Cl:40])([Cl:41])[Cl:42])[OH:43])[cH:29][cH:30][c:31]1[Cl:32].[O:14]=[CH:15][C:16]([Cl:17])([Cl:18])[Cl:19].[S:20](=[O:21])(=[O:22])([OH:23])[OH:24].[S:44]([Cl:45])([Cl:46])=[O:47]>>[Cl:1][CH:38]([N:36]([C:34]([NH:33][c:28]1[cH:27][c:26]([Cl:25])[c:31]([Cl:32])[cH:30][cH:29]1)=[O:35])[CH3:37])[C:39]([Cl:40])([Cl:41])[Cl:42].